From a dataset of the Open Reaction Database (ORD), a public repository of structured organic reaction records. describe an organic reaction: reactants, conditions, products, and yield Procedure: A round bottom flask was charged with the product from Example 26B (0.520 g, 1.36 mmol) and 6 mL of 20% aqueous tetrahydrofuran. Lithium hydroxide was added (114 mg, 2.72 mmol), and the reaction stirred at room temperature overnight. After 16 hours, the reaction was quenched with 1 N HCl, and the mixture filtered over a bed of celite. Evaporation of the solvents and purification via silica gel chromatography (10-30% ethyl acetate/hexanes with 1% acetic acid) afforded the title compound. 1H NMR (... As a reaction SMILES: [F:1][C:2]([F:27])([F:26])[C:3]1[NH:7][N:6]=[C:5]([C:8]2[CH:13]=[CH:12][C:11]([C@H:14]3[CH2:19][CH2:18][C@H:17]([CH2:20][C:21]([O:23]CC)=[O:22])[CH2:16][CH2:15]3)=[CH:10][CH:9]=2)[CH:4]=1.[OH-].[Li+]>O1CCCC1>[F:27][C:2]([F:1])([F:26])[C:3]1[NH:7][N:6]=[C:5]([C:8]2[CH:9]=[CH:10][C:11]([C@H:14]3[CH2:15][CH2:16][C@H:17]([CH2:20][C:21]([OH:23])=[O:22])[CH2:18][CH2:19]3)=[CH:12][CH:13]=2)[CH:4]=1 |f:1.2|. The reactants are FC(C1=CC(=NN1)C1=CC=C(C=C1)[C@@H]1CC[C@H](CC1)CC(=O)OCC)(F)F (Trans ethyl (4-{4-[5-(trifluoromethyl)-1H-pyrazol-3-yl]phenyl}cyclohexyl)acetate), [OH-].[Li+] (Lithium hydroxide). The solvent is O1CCCC1 (tetrahydrofuran). Conditions: time 8 hour. The product is FC(C1=CC(=NN1)C1=CC=C(C=C1)[C@@H]1CC[C@H](CC1)CC(=O)O)(F)F (Trans (4-{4-[5-(trifluoromethyl)-1H-pyrazol-3-yl]phenyl}cyclohexyl)acetic acid). Starting materials: COc1cc(C=O)cc(OC)c1, COC(OC)OC, ClCCl, OCCO, Cc1ccc(S(=O)(=O)O)cc1. Yields the product COc1cc(OC)cc(C2OCCO2)c1. RXN SMILES: [CH3:23][O:24][c:25]1[cH:26][c:27]([CH:28]=[O:29])[cH:30][c:31]([O:33][CH3:34])[cH:32]1.[CH:5]([O:6][CH3:7])([O:8][CH3:9])[O:10][CH3:11].[Cl:35][CH2:36][Cl:37].[OH:1][CH2:2][CH2:3][OH:4].[c:12]1([CH3:13])[cH:14][cH:15][c:16]([S:17]([OH:18])(=[O:19])=[O:20])[cH:21][cH:22]1>>[O:1]1[CH2:2][CH2:3][O:4][CH:28]1[c:27]1[cH:26][c:25]([O:24][CH3:23])[cH:32][c:31]([O:33][CH3:34])[cH:30]1. Reactants: CO, [Li+], [OH-], O, O, COC(=O)C1CCC(=O)N1c1cccc(O)c1. The product is O=C(O)C1CCC(=O)N1c1cccc(O)c1. As a reaction SMILES: [CH3:21][OH:22].[Li+:19].[OH-:18].[OH2:20].[OH2:23].[OH:1][c:2]1[cH:3][c:4]([N:8]2[CH:9]([C:14](=[O:15])[O:16][CH3:17])[CH2:10][CH2:11][C:12]2=[O:13])[cH:5][cH:6][cH:7]1>>[OH:1][c:2]1[cH:3][c:4]([N:8]2[CH:9]([C:14](=[O:15])[OH:16])[CH2:10][CH2:11][C:12]2=[O:13])[cH:5][cH:6][cH:7]1. The reactants are [Li+].[OH-] (LiOH), N1=C(C=CC=2CCCNC12)CCCCC(=O)N[C@@H](CC(=O)OCC)C=1C=NC2=CC=CC=C2C1 (Ethyl 3-(5-(5,6,7,8-tetrahydro-[1,8]-naphthyridin-2-yl)pentanoylamino)-3(S)-(quinolin-3-yl)-propionate), Cl (HCl). Solvent: CCO (EtOH). Reaction conditions: time 8 hour. The product is N1=CC(=CC2=CC=CC=C12)[C@H](CC(=O)O)NC(CCCCC1=NC=2NCCCC2C=C1)=O (3(S)-(Quinolin-3-yl)-3-(5-(5,6,7,8-tetrahydro-[1,8]-naphthyridin-2-yl)pentanoylamino)-propionic acid). As a reaction SMILES: [N:1]1[C:10]2[NH:9][CH2:8][CH2:7][CH2:6][C:5]=2[CH:4]=[CH:3][C:2]=1[CH2:11][CH2:12][CH2:13][CH2:14][C:15]([NH:17][C@H:18]([C:25]1[CH:26]=[N:27][C:28]2[C:33]([CH:34]=1)=[CH:32][CH:31]=[CH:30][CH:29]=2)[CH2:19][C:20]([O:22]CC)=[O:21])=[O:16].[Li+].[OH-].Cl>CCO>[N:27]1[C:28]2[C:33](=[CH:32][CH:31]=[CH:30][CH:29]=2)[CH:34]=[C:25]([C@@H:18]([NH:17][C:15](=[O:16])[CH2:14][CH2:13][CH2:12][CH2:11][C:2]2[CH:3]=[CH:4][C:5]3[CH2:6][CH2:7][CH2:8][NH:9][C:10]=3[N:1]=2)[CH2:19][C:20]([OH:22])=[O:21])[CH:26]=1 |f:1.2|. Procedure: Ester 5-8 (145 mg, 0.320 mmol) was dissolved in 1 mL EtOH and treated with 1N LiOH (352 mL, 0.35 mmol) and stirred at room temperature overnight. The reaction solution was neutralized with 1N HCl (352 mL), evaporated, and purified by chromatography on silica gel (60% 20:1:1 EtOH/NH4OH/H2O-40% EtOAc) to afford 5-9 as a white solid.